Dataset: the Open Reaction Database (ORD), a public repository of structured organic reaction records. Task: describe an organic reaction: reactants, conditions, products, and yield Starting materials: N(N)C1=NC(=CC=C1)F (2-hydrazino-6-fluoropyridine), [O-]C#N.[K+] (potassium cyanate), Cl (hydrochloric acid). The solvent is O (water), O (water), O (water). Run at temperature 35 celsius. Product: FC1=CC=CC(=N1)NNC(=O)N (2-(6-fluoro-2-pyridinyl)hydrazinecarboxamide). RXN SMILES: [NH:1]([C:3]1[CH:8]=[CH:7][CH:6]=[C:5]([F:9])[N:4]=1)[NH2:2].Cl.[O-:11][C:12]#[N:13].[K+]>O>[F:9][C:5]1[N:4]=[C:3]([NH:1][NH:2][C:12]([NH2:13])=[O:11])[CH:8]=[CH:7][CH:6]=1 |f:2.3|. Procedure: A solution was prepared by admixing 55 g (0.43 m) of 2-hydrazino-6-fluoropyridine in 240 ml of water with 40 g of concentrated hydrochloric acid in 60 ml of water. The mixture was stirred at 35° C. until a clear solution formed. To this reaction mixture was added 37 g (0.46 ml) of potassium cyanate in 100 ml of water. After the addition was completed, the reaction mixture was stirred for 21/2 hours at room temperature and then cooled to 10° C. on an ice bath. The 2-(6-fluoro-2-pyridinyl)hydrazin... Reported procedure: 1-(4-Methyl-5-thiazolyl)-1-(3-nitrophenyl)methanol (2 g) and 10% palladium on charcoal (200 mg) in ethanol (60 ml) were shaken overnight under an atmosphere of hydrogen. The mixture was filtered and the filtrate was evaporated to dryness. The residue was converted into the hydrochloride salt, recrystallised and then reconverted into the title compound. RXN SMILES: [CH3:1][C:2]1[N:3]=[CH:4][S:5][C:6]=1[CH:7]([C:9]1[CH:14]=[CH:13][CH:12]=[C:11]([N+:15]([O-])=O)[CH:10]=1)[OH:8]>[Pd].C(O)C>[NH2:15][C:11]1[CH:10]=[C:9]([CH:7]([C:6]2[S:5][CH:4]=[N:3][C:2]=2[CH3:1])[OH:8])[CH:14]=[CH:13][CH:12]=1. The reactants are CC=1N=CSC1C(O)C1=CC(=CC=C1)[N+](=O)[O-] (1-(4-Methyl-5-thiazolyl)-1-(3-nitrophenyl)methanol). The product is NC=1C=C(C=CC1)C(O)C1=C(N=CS1)C (1-(3-Aminophenyl)-1-(4-methyl-5-thiazolyl)methanol). The solvent is C(C)O (ethanol). The reagents and catalysts are [Pd] (palladium on charcoal). The reactants are Cl.Cl.C1(CC1)NC(=O)C1=CC=CC=2SC(=CC21)C2=NC(=NC=C2Cl)NCCC2CCN(CC2)C (2-{5-chloro-2-[2-(1-methylpiperidin-4-yl)-ethylamino]-pyrimidin-4-yl}-benzo[b]thiophene-4-carboxylic acid cyclopropylamide di-hydrochloride), di-hydrochloride, C1(CC1)NC(=O)C1=CC=CC=2SC(=CC21)C2=NC(=NC=C2Cl)NCCCC2CN(CCC2)C (racemic 2-{5-chloro-2-[3-(1-methylpiperidin-3-yl)-propylamino]-pyrimidin-4-yl}-benzo[b]thiophene-4-carboxylic acid cyclopropylamide). Product: Cl.Cl.C1(CC1)NC(=O)C1=CC=CC=2SC(=CC21)C2=NC(=NC=C2Cl)NCCCC2CN(CCC2)C (Racemic 2-{5-Chloro-2-[3-(1-methylpiperidin-3-yl)-propylamino]-pyrimidin-4-yl}-benzo[b]thiophene-4-carboxylic acid cyclopropylamide di-hydrochloride). RXN SMILES: Cl.Cl.C1(NC(C2C3C=C(C4C([Cl:24])=CN=C(NCCC5CCN(C)CC5)N=4)SC=3C=CC=2)=O)CC1.[CH:35]1([NH:38][C:39]([C:41]2[C:49]3[CH:48]=[C:47]([C:50]4[C:55]([Cl:56])=[CH:54][N:53]=[C:52]([NH:57][CH2:58][CH2:59][CH2:60][CH:61]5[CH2:66][CH2:65][CH2:64][N:63]([CH3:67])[CH2:62]5)[N:51]=4)[S:46][C:45]=3[CH:44]=[CH:43][CH:42]=2)=[O:40])[CH2:37][CH2:36]1>>[ClH:24].[ClH:56].[CH:35]1([NH:38][C:39]([C:41]2[C:49]3[CH:48]=[C:47]([C:50]4[C:55]([Cl:56])=[CH:54][N:53]=[C:52]([NH:57][CH2:58][CH2:59][CH2:60][CH:61]5[CH2:66][CH2:65][CH2:64][N:63]([CH3:67])[CH2:62]5)[N:51]=4)[S:46][C:45]=3[CH:44]=[CH:43][CH:42]=2)=[O:40])[CH2:36][CH2:37]1 |f:0.1.2,4.5.6|. Procedure: Using the method of 2-{5-chloro-2-[2-(1-methylpiperidin-4-yl)-ethylamino]-pyrimidin-4-yl}-benzo[b]thiophene-4-carboxylic acid cyclopropylamide di-hydrochloride, the title compound is synthesized as the di-hydrochloride salt from racemic 2-{5-chloro-2-[3-(1-methylpiperidin-3-yl)-propylamino]-pyrimidin-4-yl}-benzo[b]thiophene-4-carboxylic acid cyclopropylamide. ES+(m/z) 484 (35Cl) and 486 (37Cl) [M(free base)+H]. Product: BrC1=C(CNC(=S)NN)C=C(C=C1)F (N-(2-bromo-5-fluorobenzyl)hydrazinecarbothioamide). As a reaction SMILES: O.[NH2:2][NH2:3].[Br:4][C:5]1[CH:10]=[CH:9][C:8]([F:11])=[CH:7][C:6]=1[CH2:12][N:13]=[C:14]=[S:15]>O1CCOCC1>[Br:4][C:5]1[CH:10]=[CH:9][C:8]([F:11])=[CH:7][C:6]=1[CH2:12][NH:13][C:14]([NH:2][NH2:3])=[S:15] |f:0.1|. The reactants are Ice, O.NN (hydrazine hydrate), BrC1=C(C=C(C=C1)F)CN=C=S (1-bromo-4-fluoro-2-(isothiocyanatomethyl)benzene). Reaction conditions: time 2 hour. The solvent is O1CCOCC1 (1,4-dioxane), O1CCOCC1 (1,4-dioxane). Reported procedure: To a solution of hydrazine hydrate (80%, 2.22 g, 35.5 mmol) in 1,4-dioxane (20 mL) at 0° C. was added a solution of 1-bromo-4-fluoro-2-(isothiocyanatomethyl)benzene (13, 3.16 g, 12.8 mmol) in 1,4-dioxane (5 mL) The mixture was stirred at RT for 2 h. Ice cold water (100 mL) was added. The precipitated solid was collected by filtration, washed with water, and dried over P2O5 overnight to provide N-(2-bromo-5-fluorobenzyl)hydrazinecarbothioamide (14). MS: m/z, 278 (100%, M+1), 280 (100%), 300 (10%,... The reactants are C1CCOC1, CO, [K+], [OH-], COC(=O)C1CN(Cc2cccc3c2ccn3S(=O)(=O)c2ccccc2)CCN1C(=O)OC(C)(C)C. The product is CC(C)(C)OC(=O)N1CCN(Cc2cccc3c2ccn3S(=O)(=O)c2ccccc2)CC1C(=O)O. RXN SMILES: [CH2:37]1[O:38][CH2:39][CH2:40][CH2:41]1.[CH3:44][OH:45].[K+:43].[OH-:42].[c:1]1([S:7](=[O:8])(=[O:9])[n:10]2[cH:11][cH:12][c:13]3[c:14]([CH2:19][N:20]4[CH2:21][CH:22]([C:33](=[O:34])[O:35][CH3:36])[N:23]([C:26](=[O:27])[O:28][C:29]([CH3:30])([CH3:31])[CH3:32])[CH2:24][CH2:25]4)[cH:15][cH:16][cH:17][c:18]23)[cH:2][cH:3][cH:4][cH:5][cH:6]1>>[c:1]1([S:7](=[O:8])(=[O:9])[n:10]2[cH:11][cH:12][c:13]3[c:14]([CH2:19][N:20]4[CH2:21][CH:22]([C:33](=[O:34])[OH:35])[N:23]([C:26](=[O:27])[O:28][C:29]([CH3:30])([CH3:31])[CH3:32])[CH2:24][CH2:25]4)[cH:15][cH:16][cH:17][c:18]23)[cH:2][cH:3][cH:4][cH:5][cH:6]1. Starting materials: C=CCNc1ccccc1, C=COCCCC. Product: CCCCOC=CCNc1ccccc1. As a reaction SMILES: [CH2:1]([CH:2]=[CH2:3])[NH:4][c:5]1[cH:6][cH:7][cH:8][cH:9][cH:10]1.[CH:11](=[CH2:12])[O:13][CH2:14][CH2:15][CH2:16][CH3:17]>>[CH2:1]([CH:2]=[CH:3][O:13][CH2:14][CH2:15][CH2:16][CH3:17])[NH:4][c:5]1[cH:6][cH:7][cH:8][cH:9][cH:10]1. Starting materials: CC(C)(C)OO, CC(C)OC(=O)C(O)C(O)C(=O)OC(C)C, CC(C)[O-], CC(C)[O-], CC(C)[O-], CC(C)[O-], CCOCC, [Cl-], ClCCl, OCC=Cc1cccc(F)c1, [Na+], [Na+], [OH-], [Ti+4]. RXN SMILES: [C:17]([O:18][OH:19])([CH3:20])([CH3:21])[CH3:22].[C:1](=[O:2])([CH:3]([CH:4]([C:5]([O:6][CH:7]([CH3:8])[CH3:9])=[O:10])[OH:11])[OH:12])[O:13][CH:14]([CH3:15])[CH3:16].[CH3:41][CH:42]([CH3:43])[O-:44].[CH3:46][CH:47]([CH3:48])[O-:49].[CH3:50][CH:51]([CH3:52])[O-:53].[CH3:54][CH:55]([CH3:56])[O-:57].[CH3:58][CH2:59][O:60][CH2:61][CH3:62].[Cl-:37].[Cl:38][CH2:39][Cl:40].[F:23][c:24]1[cH:25][c:26]([CH:27]=[CH:28][CH2:29][OH:30])[cH:31][cH:32][cH:33]1.[Na+:35].[Na+:36].[OH-:34].[Ti+4:45]>>[O:2]1[CH:27]([c:26]2[cH:25][c:24]([F:23])[cH:33][cH:32][cH:31]2)[CH:28]1[CH2:29][OH:30]. Yields the product OCC1OC1c1cccc(F)c1.